From a dataset of the Open Reaction Database (ORD), a public repository of structured organic reaction records. describe an organic reaction: reactants, conditions, products, and yield Product: COc1cc(N)c(Cl)cc1C=O. As a reaction SMILES: [Br:6][c:7]1[cH:8][c:9]([Cl:16])[c:10]([NH2:11])[cH:12][c:13]1[O:14][CH3:15].[CH2:17]([Li:18])[CH2:19][CH2:20][CH3:21].[CH3:22][N:23]([CH:24]=[O:25])[CH3:26].[CH:2]([Mg+:3])([CH3:4])[CH3:5].[Cl-:1].[O:40]1[CH2:41][CH2:42][CH2:43][CH2:44]1.[OH2:45].[OH:27][C:28]([CH2:29][C:30]([C:31](=[O:32])[OH:33])([CH2:34][C:35](=[O:36])[OH:37])[OH:38])=[O:39]>>[c:7]1([CH:24]=[O:25])[cH:8][c:9]([Cl:16])[c:10]([NH2:11])[cH:12][c:13]1[O:14][CH3:15]. Starting materials: COc1cc(N)c(Cl)cc1Br, [Li]CCCC, CN(C)C=O, CC(C)[Mg+], [Cl-], C1CCOC1, O, O=C(O)CC(O)(CC(=O)O)C(=O)O. Starting materials: C1(CC1)COC1=C(C=C(C=C1)CC)C=1C2=C(N=CN1)C(=C(N2)C)C(=O)OCC (ethyl 4-[2-(cyclopropylmethoxy)-5-ethylphenyl]-6-methyl-5H-pyrrolo[3,2-d]pyrimidine-7-carboxylate), ClCOCC[Si](C)(C)C ((2-chloromethoxy-ethyl)-trimethyl-silane). The product is C1(CC1)COC1=C(C=C(C=C1)CC)C=1C2=C(N=CN1)C(=C(N2COCC[Si](C)(C)C)C)C(=O)OCC (Ethyl 4-[2-(cyclopropylmethoxy)-5-ethylphenyl]-6-methyl-5-{[2-(trimethylsilyl)ethoxy]methyl}-5H-pyrrolo[3,2-d]pyrimidine-7-carboxylate). Reaction SMILES: [CH:1]1([CH2:4][O:5][C:6]2[CH:11]=[CH:10][C:9]([CH2:12][CH3:13])=[CH:8][C:7]=2[C:14]2[C:15]3[NH:22][C:21]([CH3:23])=[C:20]([C:24]([O:26][CH2:27][CH3:28])=[O:25])[C:16]=3[N:17]=[CH:18][N:19]=2)[CH2:3][CH2:2]1.Cl[CH2:30][O:31][CH2:32][CH2:33][Si:34]([CH3:37])([CH3:36])[CH3:35]>>[CH:1]1([CH2:4][O:5][C:6]2[CH:11]=[CH:10][C:9]([CH2:12][CH3:13])=[CH:8][C:7]=2[C:14]2[C:15]3[N:22]([CH2:30][O:31][CH2:32][CH2:33][Si:34]([CH3:37])([CH3:36])[CH3:35])[C:21]([CH3:23])=[C:20]([C:24]([O:26][CH2:27][CH3:28])=[O:25])[C:16]=3[N:17]=[CH:18][N:19]=2)[CH2:3][CH2:2]1. Procedure details: Starting from ethyl 4-[2-(cyclopropylmethoxy)-5-ethylphenyl]-6-methyl-5H-pyrrolo[3,2-d]pyrimidine-7-carboxylate (example D.a14) and commercially available (2-chloromethoxy-ethyl)-trimethyl-silane the title compound is obtained as yellow viscous oil. Reactants: Cl (hydrochloric acid), BrC1=CC(=NN1CC(=O)OCC)C(F)(F)F (ethyl 5-bromo-3-(trifluoromethyl)-1H-pyrazole-1-acetate), BrC1=CC(=NN1CC(=O)OCC)C(F)(F)F (ethyl 5-bromo-3-(trifluoromethyl)-1H-pyrazole-1-acetate), [OH-].[Na+] (sodium hydroxide). Run in O1CCCC1 (tetrahydrofuran). Run at time 2 hour. Product: BrC1=CC(=NN1CC(=O)O)C(F)(F)F (5-bromo-3-(trifluoromethyl)-1H-pyrazole-1-acetic acid). As a reaction SMILES: [Br:1][C:2]1[N:6]([CH2:7][C:8]([O:10]CC)=[O:9])[N:5]=[C:4]([C:13]([F:16])([F:15])[F:14])[CH:3]=1.[OH-].[Na+].Cl>O1CCCC1>[Br:1][C:2]1[N:6]([CH2:7][C:8]([OH:10])=[O:9])[N:5]=[C:4]([C:13]([F:16])([F:14])[F:15])[CH:3]=1 |f:1.2|. Reported procedure: A solution of ethyl 5-bromo-3-(trifluoromethyl)-1H-pyrazole-1-acetate (i.e. the product of Example 11, Step C) (2.84 g, 9.4 mmol) in tetrahydrofuran (10 mL) was treated with a 50 wt. % aqueous solution of sodium hydroxide solution (1.0 mL). The reaction mixture was stirred at room temperature for 2 h. The reaction mixture was treated with concentrated aqueous hydrochloric acid to lower the pH to 1, and then extracted with ethyl acetate. The extract was dried (MgSO4) and concentrated under pressu... Reactants: S1C=NC(=C1)C([O-])=S.[K+] (potassium thiazole-4-thiocarboxylate), C(=O)(O)[O-].[Na+] (NaHCO3), P(=O)([O-])([O-])[O-] (phosphate), CC(=O)OCC1=C(N2[C@@H]([C@@H](C2=O)N)SC1)C(=O)O (7-aminocephalosporanic acid), OP(=O)(O)O (H3PO4). Yields the product NC1[C@@H]2N(C(=C(CS2)CSC(=O)C=2N=CSC2)C(=O)O)C1=O (7-amino-3-(thiazol-4-yl)carbonylthiomethyl-3-cephem-4-carboxylic acid). As a reaction SMILES: [S:1]1[CH:5]=[C:4]([C:6](=[S:8])[O-:7])[N:3]=[CH:2]1.[K+].P([O-])([O-])([O-])=O.CC(O[CH2:19][C:20]1[CH2:29][S:28][C@@H:23]2[C@H:24]([NH2:27])[C:25](=[O:26])[N:22]2[C:21]=1[C:30]([OH:32])=[O:31])=O.C([O-])(O)=O.[Na+].OP(O)(O)=O>>[NH2:27][CH:24]1[C:25](=[O:26])[N:22]2[C:21]([C:30]([OH:32])=[O:31])=[C:20]([CH2:19][S:8][C:6]([C:4]3[N:3]=[CH:2][S:1][CH:5]=3)=[O:7])[CH2:29][S:28][C@H:23]12 |f:0.1,4.5|. Procedure details: A solution of 68% potassium thiazole-4-thiocarboxylate (5.4 g., 0.02 mole) in 100 ml. water was washed with 100 ml. of ether and then 200 ml. of pH 6.4 phosphate buffer and 7-aminocephalosporanic acid (5.5 g., 0.02 mole) was added. The mixture was heated at 48° for 4 hours as the pH was kept at 6.4 with NaHCO3 solution. The solution was then cooled and acidified with 40% H3PO4 to pH 5.2. The product was collected by filtration, washed with water and acetone, and air dried overnight to yield 3.0 ...